Dataset: the Open Reaction Database (ORD), a public repository of structured organic reaction records. Task: describe an organic reaction: reactants, conditions, products, and yield Reactants: C(#C)[C@]1([C@H](C[C@@H](O1)N1C(=O)NC(=O)C(C)=C1)N=[N+]=[N-])COC(C1=C(C(=CC=C1)OC)OC)(C1=CC=CC=C1)C1=CC=CC=C1 (4′-C-ethynyl-5′-O-(dimethoxytrityl)-3′-azido-3′-deoxythymidine), FC(C(=O)O)(F)F (trifluoroacetic acid), [OH-].[NH4+] (ammonium hydroxide). Run in C(Cl)Cl (methylene chloride). The product is C(#C)[C@]1([C@H](C[C@@H](O1)N1C(=O)NC(=O)C(C)=C1)F)CO (4′-C-ethynyl-3′-fluoro-3′-deoxythymidine). RXN SMILES: [C:1]([C@:3]1([CH2:20][O:21]C(C2C=CC=CC=2)(C2C=CC=CC=2)C2C=CC=C(OC)C=2OC)[O:7][C@@H:6]([N:8]2[CH:16]=[C:14]([CH3:15])[C:12](=[O:13])[NH:11][C:9]2=[O:10])[CH2:5][C@@H:4]1N=[N+]=[N-])#[CH:2].[F:45]C(F)(F)C(O)=O.[OH-].[NH4+]>C(Cl)Cl>[C:1]([C@:3]1([CH2:20][OH:21])[O:7][C@@H:6]([N:8]2[CH:16]=[C:14]([CH3:15])[C:12](=[O:13])[NH:11][C:9]2=[O:10])[CH2:5][C@@H:4]1[F:45])#[CH:2] |f:2.3|. Procedure: A solution of 4′-C-ethynyl-5′-O-(dimethoxytrityl)-3′-fluoro-3′-deoxythymidine (12, X═F) (1 mmol) in a solution of 1% trifluoroacetic acid in methylene chloride (20 mL) is stirred at room temperature for 3 h and neutralized with ammonium hydroxide. Solvent is evaporated to dryness under reduced pressure and the residue is purified by silica gel column chromatography (2-5% MeOH in methylene chloride) to give 4′-C-ethynyl-FLT (Ia, X═F). Reaction SMILES: [Br:1][CH2:2][C:3]1([CH3:28])[S:4][CH:5]2[N:6]([CH:7]1[C:8](=[O:9])[O:10][CH2:11][C:12]([Cl:13])([Cl:14])[Cl:15])[C:16](=[O:27])[CH:17]2[NH:18][C:19]([CH2:20][n:21]1[n:22][n:23][n:24][cH:25]1)=[O:26].[CH3:29][n:30]1[n:31][n:32][n:33][c:34]1[SH:35].[CH3:41][C:42](=[O:43])[CH3:44].[O-:36][P:37](=[O:38])([O-:39])[O-:40]>>[CH2:2]([C:3]1([CH3:28])[S:4][CH:5]2[N:6]([CH:7]1[C:8](=[O:9])[O:10][CH2:11][C:12]([Cl:13])([Cl:14])[Cl:15])[C:16](=[O:27])[CH:17]2[NH:18][C:19]([CH2:20][n:21]1[n:22][n:23][n:24][cH:25]1)=[O:26])[S:35][c:34]1[n:30]([CH3:29])[n:31][n:32][n:33]1. The reactants are CC1(CBr)SC2C(NC(=O)Cn3cnnn3)C(=O)N2C1C(=O)OCC(Cl)(Cl)Cl, Cn1nnnc1S, CC(C)=O, O=P([O-])([O-])[O-]. Yields the product Cn1nnnc1SCC1(C)SC2C(NC(=O)Cn3cnnn3)C(=O)N2C1C(=O)OCC(Cl)(Cl)Cl.